Task: describe an organic reaction: reactants, conditions, products, and yield. Dataset: the Open Reaction Database (ORD), a public repository of structured organic reaction records The reactants are CCOC(=O)C1CN(C(C)=O)CC1c1ccc(NC(=O)Cc2ccc(NC(=O)Nc3ccccc3C)c(OC)c2)cc1, CCO, [Na+], [OH-]. Product: COc1cc(CC(=O)Nc2ccc(C3CN(C(C)=O)CC3C(=O)O)cc2)ccc1NC(=O)Nc1ccccc1C. Reaction SMILES: [CH2:1]([CH3:2])[O:3][C:4](=[O:5])[CH:6]1[CH2:7][N:8]([C:40]([CH3:41])=[O:42])[CH2:9][CH:10]1[c:11]1[cH:12][cH:13][c:14]([NH:17][C:18]([CH2:19][c:20]2[cH:21][c:22]([O:37][CH3:38])[c:23]([NH:26][C:27](=[O:28])[NH:29][c:30]3[c:31]([CH3:36])[cH:32][cH:33][cH:34][cH:35]3)[cH:24][cH:25]2)=[O:39])[cH:15][cH:16]1.[CH3:45][CH2:46][OH:47].[Na+:44].[OH-:43]>>[O:3]=[C:4]([OH:5])[CH:6]1[CH2:7][N:8]([C:40]([CH3:41])=[O:42])[CH2:9][CH:10]1[c:11]1[cH:12][cH:13][c:14]([NH:17][C:18]([CH2:19][c:20]2[cH:21][c:22]([O:37][CH3:38])[c:23]([NH:26][C:27](=[O:28])[NH:29][c:30]3[c:31]([CH3:36])[cH:32][cH:33][cH:34][cH:35]3)[cH:24][cH:25]2)=[O:39])[cH:15][cH:16]1.